Dataset: the Open Reaction Database (ORD), a public repository of structured organic reaction records. Task: describe an organic reaction: reactants, conditions, products, and yield The reactants are CCOCC, CC(=O)N1CC(C)(C)c2ccc(Nc3cc(-c4ccc(C(F)(F)F)cc4)ncn3)cc21, CC(=O)C1Nc2cc([N+](=O)[O-])ccc2C1(C)C, Cl, O, O, Cl[Sn]Cl. Yields the product FC(F)(F)c1ccc(-c2cc(Cl)ncn2)cc1. RXN SMILES: [CH2:55]([O:56][CH2:57][CH3:58])[CH3:59].[CH3:1][C:2]1([CH3:3])[c:4]2[c:5]([cH:6][c:7]([NH:8][c:12]3[n:13][cH:14][n:15][c:16](-[c:18]4[cH:19][cH:20][c:21]([C:24]([F:25])([F:26])[F:27])[cH:22][cH:23]4)[cH:17]3)[cH:9][cH:10]2)[N:11]([C:28](=[O:29])[CH3:30])[CH2:31]1.[CH3:32][C:33]1([CH3:34])[c:35]2[c:36]([cH:37][c:38]([N+:39]([O-:40])=[O:41])[cH:42][cH:43]2)[NH:44][CH:45]1[C:46](=[O:47])[CH3:48].[ClH:54].[OH2:49].[OH2:50].[Sn:51]([Cl:52])[Cl:53]>>[c:12]1([Cl:52])[n:13][cH:14][n:15][c:16](-[c:18]2[cH:19][cH:20][c:21]([C:24]([F:25])([F:26])[F:27])[cH:22][cH:23]2)[cH:17]1.